This data is from the Open Reaction Database (ORD), a public repository of structured organic reaction records. The task is: describe an organic reaction: reactants, conditions, products, and yield Starting materials: C([C@@H]1[C@@H]2[C@@H]([C@H]([C@H](O1)O[C@@H]3[C@H](O[C@@H]([C@@H]([C@H]3O)O)O[C@@H]4[C@H](O[C@@H]([C@@H]([C@H]4O)O)O[C@@H]5[C@H](OC([C@@H]([C@H]5O)O)OC6[C@H](OC([C@@H]([C@H]6O)O)C7[C@H](OC([C@@H]([C@H]7O)O)O[C@@H]8[C@H](O[C@@H]([C@@H]([C@H]8O)O)O[C@@H]9[C@H](O[C@H](O2)[C@@H]([C@H]9O)O)CO)CO)CO)CO)CO)CO)CO)O)O)O (gamma-cyclodextrin), beta-maltose hydrate, triglyceride. Solvent: C([C@@H]1[C@H]([C@@H]([C@H]([C@H](O1)O[C@@H]2[C@H](O[C@H]([C@@H]([C@H]2O)O)O)CO)O)O)O)O (maltose), C([C@@H]1[C@H]([C@@H]([C@H]([C@H](O1)O[C@@H]2[C@H](O[C@H]([C@@H]([C@H]2O)O)O)CO)O)O)O)O (maltose). The product is CC/C=C\C/C=C\C/C=C\C/C=C\C/C=C\CCCC(=O)O (eicosapentaenoic acid). As a reaction SMILES: C(O)[C@H]1O[C@@H]2O[C@H]3[C@H](O)[C@@H](O)[C@@H](O[C@H]4[C@H](O)[C@@H](O)[C@@H](O[C@H]5[C@H](O)[C@@H](O)C(O[CH:36]6[C@H:41](O)[C@@H:40](O)[CH:39]([CH:44]7[C@H:49](O)[C@@H:48](O)[CH:47]([O:52][C@H]8[C@H](O)[C@@H](O)[C@@H](O[C@H]9[C@H](O)[C@@H](O)[C@@H](O[C@H]1[C@H](O)[C@H]2O)O[C@@H]9CO)O[C@@H]8CO)[O:46][C@@H]7CO)O[C@@H:37]6[CH2:77]O)O[C@@H]5CO)O[C@@H]4CO)O[C@@H]3CO>C(O)[C@H]1O[C@H](O[C@H]2[C@H](O)[C@@H](O)[C@H](O)O[C@@H]2CO)[C@H](O)[C@@H](O)[C@@H]1O>[CH3:77][CH2:37]/[CH:36]=[CH:41]\[CH2:40]/[CH:39]=[CH:44]\[CH2:49]/[CH:48]=[CH:47]\[CH2:77]/[CH:37]=[CH:36]\[CH2:41]/[CH:40]=[CH:39]\[CH2:44][CH2:49][CH2:48][C:47]([OH:46])=[O:52]. Reported procedure: Four parts of gamma-cyclodextrin powder was dissolved in 100 parts of an aqueous maltose solution, maltose content of 96.5%, d.s.b., moisture content of 18%, and the solution was mixed with 4 parts of eicosapentaenoic triglyceride and a beta-maltose hydrate seed. The mixture was crystallized, solidified, aged, pulverized and dehydrated by the method in Example 3. The reactants are C, CC(=O)O, CCO, CCNC(=O)c1ccc(-n2nnc(C(=O)NC3CC3)c2C=Cc2ccc(S(C)(=O)=O)cc2)cc1, [Pd]. Yields the product CCNC(=O)c1ccc(-n2nnc(C(=O)NC3CC3)c2CCc2ccc(S(C)(=O)=O)cc2)cc1. Reaction SMILES: [C:42].[CH3:35][C:36](=[O:37])[OH:38].[CH3:39][CH2:40][OH:41].[CH:1]1([NH:4][C:5](=[O:6])[c:7]2[n:8][n:9][n:10](-[c:24]3[cH:25][cH:26][c:27]([C:30](=[O:31])[NH:32][CH2:33][CH3:34])[cH:28][cH:29]3)[c:11]2[CH:12]=[CH:13][c:14]2[cH:15][cH:16][c:17]([S:20](=[O:21])(=[O:22])[CH3:23])[cH:18][cH:19]2)[CH2:2][CH2:3]1.[Pd:43]>>[CH:1]1([NH:4][C:5](=[O:6])[c:7]2[n:8][n:9][n:10](-[c:24]3[cH:25][cH:26][c:27]([C:30](=[O:31])[NH:32][CH2:33][CH3:34])[cH:28][cH:29]3)[c:11]2[CH2:12][CH2:13][c:14]2[cH:15][cH:16][c:17]([S:20](=[O:21])(=[O:22])[CH3:23])[cH:18][cH:19]2)[CH2:2][CH2:3]1. Starting materials: ClC(=O)OCC(Cl)(Cl)Cl (2,2,2-Trichloroethyl chloroformate), ice, NCC(=O)O (glycine). The solvent is [OH-].[Na+] (NaOH), [OH-].[Na+] (NaOH). Yields the product ClC(COC(=O)NCC(=O)O)(Cl)Cl (N-(2,2,2-trichloroethyloxycarbonyl)-glycine). RXN SMILES: Cl[C:2]([O:4][CH2:5][C:6]([Cl:9])([Cl:8])[Cl:7])=[O:3].[NH2:10][CH2:11][C:12]([OH:14])=[O:13]>[OH-].[Na+]>[Cl:7][C:6]([Cl:9])([Cl:8])[CH2:5][O:4][C:2]([NH:10][CH2:11][C:12]([OH:14])=[O:13])=[O:3] |f:2.3|. Procedure: 2,2,2-Trichloroethyl chloroformate (23,30 g, 0.11 mole) and 4N NaOH (30 ml, 0.12 mole) are added alternately in about 5 equal portions over a period of 30 minutes to an ice-cold, vigorously stirring solution of glycine (7.51 g, 0.1 mole) in 4N NaOH (25 ml). Upon completion of the reaction, the solution is extracted with ether, and the aqueous portion is slurried with EtOAc and acidified in the cold to pH 2.5 with 6N HCl. The EtOAc solution is separated, washed with H2O, dried over MgSO4, filtere... Reactants: O=C([O-])[O-], CCCc1c(OCC(=O)OCC)ccc(C(C)=O)c1OCCOCCOCCOS(C)(=O)=O, CC(C)=O, CN(C)C=O, [K+], [K+], CCCc1c(O)ccc(C(C)=O)c1O. Yields the product CCCc1c(OCCOCCOCCOc2c(C(C)=O)ccc(OCC(=O)OCC)c2CCC)ccc(C(C)=O)c1O. RXN SMILES: [C:48](=[O:49])([O-:50])[O-:51].[CH2:15]([CH3:16])[O:17][C:18]([CH2:19][O:20][c:21]1[c:22]([CH2:44][CH2:45][CH3:46])[c:23]([O:30][CH2:31][CH2:32][O:33][CH2:34][CH2:35][O:36][CH2:37][CH2:38][O:39][S:40]([CH3:41])(=[O:42])=[O:43])[c:24]([C:27]([CH3:28])=[O:29])[cH:25][cH:26]1)=[O:47].[CH3:54][C:55](=[O:56])[CH3:57].[CH3:58][N:59]([CH3:60])[CH:61]=[O:62].[K+:52].[K+:53].[OH:1][c:2]1[c:3]([C:12]([CH3:13])=[O:14])[cH:4][cH:5][c:6]([OH:11])[c:7]1[CH2:8][CH2:9][CH3:10]>>[OH:1][c:2]1[c:3]([C:12]([CH3:13])=[O:14])[cH:4][cH:5][c:6]([O:39][CH2:38][CH2:37][O:36][CH2:35][CH2:34][O:33][CH2:32][CH2:31][O:30][c:23]2[c:22]([CH2:44][CH2:45][CH3:46])[c:21]([O:20][CH2:19][C:18]([O:17][CH2:15][CH3:16])=[O:47])[cH:26][cH:25][c:24]2[C:27]([CH3:28])=[O:29])[c:7]1[CH2:8][CH2:9][CH3:10]. Starting materials: COc1ccc(C(C(F)(F)F)C(F)(F)F)cc1CNC1CCCN(C(=O)OC(C)(C)C)C1c1ccccc1, CCOC(C)=O, Cl, [Na+], O=C([O-])O. The product is COc1ccc(C(C(F)(F)F)C(F)(F)F)cc1CNC1CCCNC1c1ccccc1. Reaction SMILES: [C:1]([O:2][C:3](=[O:4])[N:8]1[CH:9]([c:33]2[cH:34][cH:35][cH:36][cH:37][cH:38]2)[CH:10]([NH:14][CH2:15][c:16]2[c:17]([O:31][CH3:32])[cH:18][cH:19][c:20]([CH:22]([C:23]([F:24])([F:25])[F:26])[C:27]([F:28])([F:29])[F:30])[cH:21]2)[CH2:11][CH2:12][CH2:13]1)([CH3:5])([CH3:6])[CH3:7].[CH3:45][CH2:46][O:47][C:48]([CH3:49])=[O:50].[ClH:39].[Na+:44].[O-:40][C:41]([OH:42])=[O:43]>>[NH:8]1[CH:9]([c:33]2[cH:34][cH:35][cH:36][cH:37][cH:38]2)[CH:10]([NH:14][CH2:15][c:16]2[c:17]([O:31][CH3:32])[cH:18][cH:19][c:20]([CH:22]([C:23]([F:24])([F:25])[F:26])[C:27]([F:28])([F:29])[F:30])[cH:21]2)[CH2:11][CH2:12][CH2:13]1. Reactants: CC1=C(N=C(S1)C1=CC=C(C=C1)C(F)(F)F)CCO (2-[5-methyl-2-(4-trifluoromethyl-phenyl)-thiazol-4-yl]-ethanol), C1(=CC=CC=C1)P(C1=CC=CC=C1)C1=CC=CC=C1 (triphenylphosphine), N(=NC(=O)OC(C)(C)C)C(=O)OC(C)(C)C (di-tert-butyl azodicarboxylate), C(C)(C)(C)OC(CN1C=CC2=CC=C(C=C12)O)=O ((6-hydroxy-indol-1-yl)-acetic acid tert-butyl ester). Product: C(C)(C)(C)OC(CN1C=CC2=CC=C(C=C12)OCCC=1N=C(SC1C)C1=CC=C(C=C1)C(F)(F)F)=O ((6-{2-[5-methyl-2-(4-trifluoromethyl-phenyl)-thiazol-4-yl]-ethoxy}-indol-1-yl)-acetic acid tert-butyl ester). RXN SMILES: [C:1]([O:5][C:6](=[O:18])[CH2:7][N:8]1[C:16]2[C:11](=[CH:12][CH:13]=[C:14]([OH:17])[CH:15]=2)[CH:10]=[CH:9]1)([CH3:4])([CH3:3])[CH3:2].[CH3:19][C:20]1[S:24][C:23]([C:25]2[CH:30]=[CH:29][C:28]([C:31]([F:34])([F:33])[F:32])=[CH:27][CH:26]=2)=[N:22][C:21]=1[CH2:35][CH2:36]O.C1(P(C2C=CC=CC=2)C2C=CC=CC=2)C=CC=CC=1.N(C(OC(C)(C)C)=O)=NC(OC(C)(C)C)=O>>[C:1]([O:5][C:6](=[O:18])[CH2:7][N:8]1[C:16]2[C:11](=[CH:12][CH:13]=[C:14]([O:17][CH2:36][CH2:35][C:21]3[N:22]=[C:23]([C:25]4[CH:30]=[CH:29][C:28]([C:31]([F:34])([F:32])[F:33])=[CH:27][CH:26]=4)[S:24][C:20]=3[CH3:19])[CH:15]=2)[CH:10]=[CH:9]1)([CH3:4])([CH3:2])[CH3:3]. Procedure details: In analogy to the procedure described in example 3 c], (6-hydroxy-indol-1-yl)-acetic acid tert-butyl ester (example 6 b]) was reacted with 2-[5-methyl-2-(4-trifluoromethyl-phenyl)-thiazol-4-yl]-ethanol [PCT Int. Appl. (2001), WO 01/00603 A1] in the presence of triphenylphosphine and di-tert-butyl azodicarboxylate to yield (6-{2-[5-methyl-2-(4-trifluoromethyl-phenyl)-thiazol-4-yl]-ethoxy}-indol-1-yl)-acetic acid tert-butyl ester as colorless oil. The reactants are FC(C1=CC(=NC=2N1N=CC2C(=O)O)C2=CC=C(C=C2)C(F)(F)F)(F)F (7-trifluoromethyl-5-(4-trifluoromethyl-phenyl)-pyrazolo[1,5-a]pyrimidine-3-carboxylic acid), NC=1C=C(C=CC1)S(=O)(=O)NCC1=NC=CC=C1 (3-amino-N-pyridin-2-ylmethyl-benzenesulfonamide). The product is N1=C(C=CC=C1)CNS(=O)(=O)C=1C=C(C=CC1)NC(=O)C=1C=NN2C1N=C(C=C2C(F)(F)F)C2=CC=C(C=C2)C(F)(F)F (7-Trifluoromethyl-5-(4-trifluoromethyl-phenyl)-pyrazolo[1,5-a]pyrimidine-3-carboxylic acid{3-[(pyridin-2-ylmethyl)-sulfamoyl]-phenyl}-amide). As a reaction SMILES: [F:1][C:2]([F:26])([F:25])[C:3]1[N:8]2[N:9]=[CH:10][C:11]([C:12](O)=[O:13])=[C:7]2[N:6]=[C:5]([C:15]2[CH:20]=[CH:19][C:18]([C:21]([F:24])([F:23])[F:22])=[CH:17][CH:16]=2)[CH:4]=1.[NH2:27][C:28]1[CH:29]=[C:30]([S:34]([NH:37][CH2:38][C:39]2[CH:44]=[CH:43][CH:42]=[CH:41][N:40]=2)(=[O:36])=[O:35])[CH:31]=[CH:32][CH:33]=1>>[N:40]1[CH:41]=[CH:42][CH:43]=[CH:44][C:39]=1[CH2:38][NH:37][S:34]([C:30]1[CH:29]=[C:28]([NH:27][C:12]([C:11]2[CH:10]=[N:9][N:8]3[C:3]([C:2]([F:26])([F:25])[F:1])=[CH:4][C:5]([C:15]4[CH:20]=[CH:19][C:18]([C:21]([F:24])([F:22])[F:23])=[CH:17][CH:16]=4)=[N:6][C:7]=23)=[O:13])[CH:33]=[CH:32][CH:31]=1)(=[O:36])=[O:35]. Reported procedure: The title compound was prepared from 7-trifluoromethyl-5-(4-trifluoromethyl-phenyl)-pyrazolo[1,5-a]pyrimidine-3-carboxylic acid (example C.2) and 3-amino-N-pyridin-2-ylmethyl-benzenesulfonamide (example B.6) according to general procedure II. Yellow solid. MS (ISP) 619.3 [(M−H−]; mp 229° C. Starting materials: CCO, Clc1ccc2nc(Cl)ccc2c1, Cl, Nc1ccc(O)cc1. Product: Oc1ccc(Nc2ccc3cc(Cl)ccc3n2)cc1. As a reaction SMILES: [CH3:22][CH2:23][OH:24].[Cl:1][c:2]1[n:3][c:4]2[cH:5][cH:6][c:7]([Cl:12])[cH:8][c:9]2[cH:10][cH:11]1.[ClH:21].[NH2:13][c:14]1[cH:15][cH:16][c:17]([OH:18])[cH:19][cH:20]1>>[c:2]1([NH:13][c:14]2[cH:15][cH:16][c:17]([OH:18])[cH:19][cH:20]2)[n:3][c:4]2[cH:5][cH:6][c:7]([Cl:12])[cH:8][c:9]2[cH:10][cH:11]1. Reactants: CSC=1C=C(NC2CCN(CC2)CC2=CC(=NC=C2)C2=CC(=C(C(=C2)OC)OC)OC)C=CC1 (4-(3-Methylthioanilino)-1-[[2-(3,4,5-trimethoxyphenyl)pyridin-4-yl]methyl]piperidine), COC=1C=C(C=C(C1OC)OC)C=1C=C(CCl)C=CC1 (3-(3,4,5-trimethoxyphenyl)benzyl chloride). Product: Cl.Cl.CSC=1C=C(C=CC1)N(CC1=CC(=CC=C1)C1=CC(=C(C(=C1)OC)OC)OC)C1CCN(CC1)CC1=CC(=NC=C1)C1=CC(=C(C(=C1)OC)OC)OC (4-[N-(3-Methylthiophenyl)-N-[3-(3,4,5-trimethoxyphenyl)benzyl]amino]-1-[[2-(3,4,5-trimethoxyphenyl)pyridin-4-yl]methyl]piperidine Dihydrochloride). As a reaction SMILES: [CH3:1][S:2][C:3]1[CH:4]=[C:5]([CH:32]=[CH:33][CH:34]=1)[NH:6][CH:7]1[CH2:12][CH2:11][N:10]([CH2:13][C:14]2[CH:19]=[CH:18][N:17]=[C:16]([C:20]3[CH:25]=[C:24]([O:26][CH3:27])[C:23]([O:28][CH3:29])=[C:22]([O:30][CH3:31])[CH:21]=3)[CH:15]=2)[CH2:9][CH2:8]1.[CH3:35][O:36][C:37]1[CH:38]=[C:39]([C:47]2[CH:48]=[C:49]([CH:52]=[CH:53][CH:54]=2)[CH2:50][Cl:51])[CH:40]=[C:41]([O:45][CH3:46])[C:42]=1[O:43][CH3:44]>>[ClH:51].[ClH:51].[CH3:1][S:2][C:3]1[CH:4]=[C:5]([N:6]([CH:7]2[CH2:8][CH2:9][N:10]([CH2:13][C:14]3[CH:19]=[CH:18][N:17]=[C:16]([C:20]4[CH:21]=[C:22]([O:30][CH3:31])[C:23]([O:28][CH3:29])=[C:24]([O:26][CH3:27])[CH:25]=4)[CH:15]=3)[CH2:11][CH2:12]2)[CH2:50][C:49]2[CH:52]=[CH:53][CH:54]=[C:47]([C:39]3[CH:40]=[C:41]([O:45][CH3:46])[C:42]([O:43][CH3:44])=[C:37]([O:36][CH3:35])[CH:38]=3)[CH:48]=2)[CH:32]=[CH:33][CH:34]=1 |f:2.3.4|. Procedure details: 4-(3-Methylthioanilino)-1-[[2-(3,4,5-trimethoxyphenyl)pyridin-4-yl]methyl]piperidine (143 mg) and 3-(3,4,5-trimethoxyphenyl)benzyl chloride (114 mg) were condensed in the same manner as described in Example 9. The title compound was obtained as yellow powder after converting a free base to a dihydrochloride.